This data is from the Open Reaction Database (ORD), a public repository of structured organic reaction records. The task is: describe an organic reaction: reactants, conditions, products, and yield Reactants: Brc1ccccc1, BrCCBr, C1CCOC1, C1CCC2OC2C1, Cl[Cu], [Mg], [NH4+], [NH4+], O=S(=O)([O-])[O-]. The product is OC1CCCCC1c1ccccc1. RXN SMILES: [Br:2][c:3]1[cH:4][cH:5][cH:6][cH:7][cH:8]1.[Br:9][CH2:10][CH2:11][Br:12].[CH2:27]1[O:28][CH2:29][CH2:30][CH2:31]1.[CH:13]12[CH:14]([CH2:15][CH2:16][CH2:17][CH2:18]1)[O:19]2.[Cl:32][Cu:33].[Mg:1].[NH4+:20].[NH4+:21].[O-:22][S:23](=[O:24])(=[O:25])[O-:26]>>[c:3]1([CH:13]2[CH:14]([OH:19])[CH2:15][CH2:16][CH2:17][CH2:18]2)[cH:4][cH:5][cH:6][cH:7][cH:8]1. The reactants are CCOC(=O)CCC(Oc1cc(OCc2ccsc2)ccc1C(N)=O)c1ccccc1C, COc1ccc(P2(=S)SP(=S)(c3ccc(OC)cc3)S2)cc1, C1CCOC1. Yields the product CCOC(=O)CCC(Oc1cc(OCc2ccsc2)ccc1C(N)=S)c1ccccc1C. Reaction SMILES: [C:1]([NH2:2])(=[O:3])[c:4]1[c:5]([O:6][CH:7]([CH2:8][CH2:9][C:10](=[O:11])[O:12][CH2:13][CH3:14])[c:15]2[c:16]([CH3:21])[cH:17][cH:18][cH:19][cH:20]2)[cH:22][c:23]([O:26][CH2:27][c:28]2[cH:29][s:30][cH:31][cH:32]2)[cH:24][cH:25]1.[CH3:33][O:34][c:35]1[cH:36][cH:37][c:38]([P:39]2(=[S:40])[S:41][P:43](=[S:44])([c:45]3[cH:46][cH:47][c:48]([O:49][CH3:50])[cH:51][cH:52]3)[S:42]2)[cH:53][cH:54]1.[O:55]1[CH2:56][CH2:57][CH2:58][CH2:59]1>>[C:1]([NH2:2])([c:4]1[c:5]([O:6][CH:7]([CH2:8][CH2:9][C:10](=[O:11])[O:12][CH2:13][CH3:14])[c:15]2[c:16]([CH3:21])[cH:17][cH:18][cH:19][cH:20]2)[cH:22][c:23]([O:26][CH2:27][c:28]2[cH:29][s:30][cH:31][cH:32]2)[cH:24][cH:25]1)=[S:42]. Reactants: CI, [K+], [K+], O=C([O-])[O-], CN(C)C=O, O, O=S(=O)(Nc1cccc(CO)c1)c1ccc(-c2ccc(Cl)cc2Cl)cc1. Yields the product CN(c1cccc(CO)c1)S(=O)(=O)c1ccc(-c2ccc(Cl)cc2Cl)cc1. RXN SMILES: [CH3:33][I:34].[K+:27].[K+:28].[O-:29][C:30]([O-:31])=[O:32].[O:36]=[CH:37][N:38]([CH3:39])[CH3:40].[OH2:35].[OH:1][CH2:2][c:3]1[cH:4][c:5]([NH:9][S:10](=[O:11])(=[O:12])[c:13]2[cH:14][cH:15][c:16](-[c:19]3[c:20]([Cl:26])[cH:21][c:22]([Cl:25])[cH:23][cH:24]3)[cH:17][cH:18]2)[cH:6][cH:7][cH:8]1>>[OH:1][CH2:2][c:3]1[cH:4][c:5]([N:9]([S:10](=[O:11])(=[O:12])[c:13]2[cH:14][cH:15][c:16](-[c:19]3[c:20]([Cl:26])[cH:21][c:22]([Cl:25])[cH:23][cH:24]3)[cH:17][cH:18]2)[CH3:30])[cH:6][cH:7][cH:8]1. Reactants: C([O-])(O)=O.[Na+] (sodium bicarbonate), NC1[C@@H]2N(C(=C(CS2)CSC2=NN=NN2CCCCCC)C(=O)O)C1=O (7-amino-3-[(1-hexyl-1H-tetrazol-5-yl)thiomethyl]-3-cephem-4-carboxylic acid), C[Si](C)(C)CC(=O)N (trimethylsilyl acetamide), C(Cl)Cl (methylene chloride). Solvent: O (water), C(C)(=O)OCC (ethyl acetate). Run at temperature -15 celsius, time 30 minute. Product: S1CC=C(N2[C@H]1CC2=O)C(=O)O (3-cephem-4-carboxylic acid). As a reaction SMILES: N[CH:2]1[C:25](=[O:26])[N:4]2[C:5]([C:22]([OH:24])=[O:23])=[C:6](CSC3N(CCCCCC)N=NN=3)[CH2:7][S:8][C@H:3]12.C[Si](CC(N)=O)(C)C.C(Cl)Cl.C(=O)(O)[O-].[Na+]>O.C(OCC)(=O)C>[S:8]1[C@@H:3]2[CH2:2][C:25](=[O:26])[N:4]2[C:5]([C:22]([OH:24])=[O:23])=[CH:6][CH2:7]1 |f:3.4|. Reported procedure: On the other hand, a mixture of 7-amino-3-[(1-hexyl-1H-tetrazol-5-yl)thiomethyl]-3-cephem-4-carboxylic acid (5.89 g) and trimethylsilyl acetamide (16 g) is methylene chloride (150 ml) was warmed to make a clear solution. The solution was cooled to -15° C. and added all at once to the activated acid solution prepared above. The reaction mixture was stirred for 30 minutes at -15° to 0° C. and for additional 30 minutes at ambient temperature. The solvent was removed by distillation from the reactio... Starting materials: ClC=1C=C(C(=O)OO)C=CC1 (m-chloroperoxybenzoic acid), ClCCCSC1=CC=C(C=C1)[N+](=O)[O-] (1-[(3-chloropropyl)thio]-4-nitrobenzene), [OH-].[Na+] (sodium hydroxide), C(=O)=O.CC(=O)C (dry ice acetone). Solvent: C(Cl)Cl (methylene chloride), C(Cl)Cl (methylene chloride). Run at time 2 hour. Product: ClCCCS(=O)C1=CC=C(C=C1)[N+](=O)[O-] (1-[(3-Chloropropyl)sulfinyl]-4-nitrobenzene). Yield: 4.2%. As a reaction SMILES: ClC1C=C(C=CC=1)C(OO)=[O:6].[Cl:12][CH2:13][CH2:14][CH2:15][S:16][C:17]1[CH:22]=[CH:21][C:20]([N+:23]([O-:25])=[O:24])=[CH:19][CH:18]=1.C(=O)=O.CC(C)=O.[OH-].[Na+]>C(Cl)Cl>[Cl:12][CH2:13][CH2:14][CH2:15][S:16]([C:17]1[CH:22]=[CH:21][C:20]([N+:23]([O-:25])=[O:24])=[CH:19][CH:18]=1)=[O:6] |f:2.3,4.5|. Reported procedure: A solution of m-chloroperoxybenzoic acid (80%, 16.6 g, 86.3 mmol) in methylene chloride (100 mL) was added dropwise to a solution of 1-[(3-chloropropyl)thio]-4-nitrobenzene (20.0 g, 86.3 mmol) in methylene chloride (200 mL) maintained at -78° C. (dry ice/acetone bath). After 2 h the reaction was allowed to warm to ambient temperature (~1 h) and 200 mL of 10% aqueous sodium hydroxide was added. The layers were allowed to separate and the aqueous layer was extracted (100 mL) with methylene chlorid... Product: CCOC(=O)c1c(C#CC(C)(C)O[Si](C)(C)C(C)(C)C)cc(-c2c(CC)cccc2CC)nc1C. The reactants are C#CC(C)(C)O[Si](C)(C)C(C)(C)C, CCOC(=O)c1c(Br)cc(-c2c(CC)cccc2CC)nc1C, CC(C)NC(C)C, I[Cu]I, c1ccc(P(c2ccccc2)(c2ccccc2)[Pd](P(c2ccccc2)(c2ccccc2)c2ccccc2)(P(c2ccccc2)(c2ccccc2)c2ccccc2)P(c2ccccc2)(c2ccccc2)c2ccccc2)cc1. RXN SMILES: [C:24]([CH3:25])([CH3:26])([CH3:27])[Si:28]([CH3:29])([CH3:30])[O:31][C:32]([C:33]#[CH:34])([CH3:35])[CH3:36].[CH2:1]([CH3:2])[O:3][C:4]([c:5]1[c:6]([CH3:22])[n:7][c:8](-[c:12]2[c:13]([CH2:20][CH3:21])[cH:14][cH:15][cH:16][c:17]2[CH2:18][CH3:19])[cH:9][c:10]1[Br:11])=[O:23].[CH:37]([NH:38][CH:39]([CH3:40])[CH3:41])([CH3:42])[CH3:43].[Cu:121]([I:122])[I:123].[cH:44]1[cH:45][cH:46][c:47]([P:48]([Pd:49]([P:50]([c:51]2[cH:52][cH:53][cH:54][cH:55][cH:56]2)([c:57]2[cH:58][cH:59][cH:60][cH:61][cH:62]2)[c:63]2[cH:64][cH:65][cH:66][cH:67][cH:68]2)([P:69]([c:70]2[cH:71][cH:72][cH:73][cH:74][cH:75]2)([c:76]2[cH:77][cH:78][cH:79][cH:80][cH:81]2)[c:82]2[cH:83][cH:84][cH:85][cH:86][cH:87]2)[P:88]([c:89]2[cH:90][cH:91][cH:92][cH:93][cH:94]2)([c:95]2[cH:96][cH:97][cH:98][cH:99][cH:100]2)[c:101]2[cH:102][cH:103][cH:104][cH:105][cH:106]2)([c:107]2[cH:108][cH:109][cH:110][cH:111][cH:112]2)[c:113]2[cH:114][cH:115][cH:116][cH:117][cH:118]2)[cH:119][cH:120]1>>[CH2:1]([CH3:2])[O:3][C:4]([c:5]1[c:6]([CH3:22])[n:7][c:8](-[c:12]2[c:13]([CH2:20][CH3:21])[cH:14][cH:15][cH:16][c:17]2[CH2:18][CH3:19])[cH:9][c:10]1[C:34]#[C:33][C:32]([O:31][Si:28]([C:24]([CH3:25])([CH3:26])[CH3:27])([CH3:29])[CH3:30])([CH3:35])[CH3:36])=[O:23]. The reactants are C(C)(=O)C1=CC(=C(C=C1)NC(C)=O)Br (N-(4-Acetyl-2-bromophenyl)acetamide), [H-].[Na+] (sodium hydride), BrCC(=C)C (3-Bromo-2-methylpropene). Run in CN(C)C=O (DMF). Conditions: time 1 hour. Yields the product C(C)(=O)C1=CC(=C(C=C1)N(C(C)=O)CC(=C)C)Br (N-(4-Acetyl-2-bromophenyl)-N-(2-methylallyl)acetamide). The yield is 105.7%. Reaction SMILES: [C:1]([C:4]1[CH:9]=[CH:8][C:7]([NH:10][C:11](=[O:13])[CH3:12])=[C:6]([Br:14])[CH:5]=1)(=[O:3])[CH3:2].[H-].[Na+].Br[CH2:18][C:19]([CH3:21])=[CH2:20]>CN(C=O)C>[C:1]([C:4]1[CH:9]=[CH:8][C:7]([N:10]([CH2:20][C:19]([CH3:21])=[CH2:18])[C:11](=[O:13])[CH3:12])=[C:6]([Br:14])[CH:5]=1)(=[O:3])[CH3:2] |f:1.2|. Procedure details: N-(4-Acetyl-2-bromophenyl)acetamide (25 g, 0.1 mole) in dry DMF (250 ml) was treated with sodium hydride (60%, 4.5 g, 0.11 mole) at 25° C. under argon with stirring for 1 h. 3-Bromo-2-methylpropene (1.1 ml, 0.11 mole) was added and the mixture stirred for a further 16 h. The mixture was concentrated in vacuo and partitioned between water and Et2O. The organic phase was dried and concentrated in vacuo to give the title compound (32.8 g, 100%).